Task: describe an organic reaction: reactants, conditions, products, and yield. Dataset: the Open Reaction Database (ORD), a public repository of structured organic reaction records The reactants are Cl.FC(C=1C=C(C=CC1)C=1CCN(CC1)CCC1=CC2=CC=C(C=C2C=C1)OC)(F)F (1-[4-(3-trifluoromethylphenyl)-1,2,3,6-tetrahydropyrid-1-yl]-2-(6-methoxy-naphth-2-yl)ethane hydrochloride), Br (HBr). Run in C(C)(=O)O (acetic acid). Product: Br.FC(C=1C=C(C=CC1)C=1CCN(CC1)CCC1=CC2=CC=C(C=C2C=C1)O)(F)F (1-[4-(3-trifluoromethylphenyl)-1,2,3,6-tetrahydropyrid-1-yl]-2-(6-hydroxy-naphth-2-yl)ethane hydrobromide). RXN SMILES: Cl.[F:2][C:3]([F:31])([F:30])[C:4]1[CH:5]=[C:6]([C:10]2[CH2:11][CH2:12][N:13]([CH2:16][CH2:17][C:18]3[CH:27]=[CH:26][C:25]4[C:20](=[CH:21][CH:22]=[C:23]([O:28]C)[CH:24]=4)[CH:19]=3)[CH2:14][CH:15]=2)[CH:7]=[CH:8][CH:9]=1.[BrH:32]>C(O)(=O)C>[BrH:32].[F:30][C:3]([F:2])([F:31])[C:4]1[CH:5]=[C:6]([C:10]2[CH2:15][CH2:14][N:13]([CH2:16][CH2:17][C:18]3[CH:27]=[CH:26][C:25]4[C:20](=[CH:21][CH:22]=[C:23]([OH:28])[CH:24]=4)[CH:19]=3)[CH2:12][CH:11]=2)[CH:7]=[CH:8][CH:9]=1 |f:0.1,4.5|. Procedure details: A mixture of 1-[4-(3-trifluoromethylphenyl)-1,2,3,6-tetrahydropyrid-1-yl]-2-(6-methoxy-naphth-2-yl)ethane hydrochloride (0.6 g, 0.0013 mol) (obtained as described in Example 3) and 33% HBr in acetic acid (20 ml) is refluxed for 4 hours. The precipitate which forms is recovered by filtration and crystallised from 95% ethanol affording the compound indicated in the title (0.3 g) with m.p. 210°-212° C. Starting materials: Nc1nc(Cl)c2[nH]cnc2n1, OCc1ccccc1. Product: Nc1nc(OCc2ccccc2)c2[nH]cnc2n1. Reaction SMILES: [NH2:1][c:2]1[n:3][c:4]([Cl:11])[c:5]2[nH:6][cH:7][n:8][c:9]2[n:10]1.[OH:12][CH2:13][c:14]1[cH:15][cH:16][cH:17][cH:18][cH:19]1>>[NH2:1][c:2]1[n:3][c:4]([O:12][CH2:13][c:14]2[cH:15][cH:16][cH:17][cH:18][cH:19]2)[c:5]2[nH:6][cH:7][n:8][c:9]2[n:10]1. The reactants are C1(=CC=CC=C1)CCCN1CCC(CC1)CCCNC(=O)C1=CC2=CN=C3C=CC=C(S1)N32 (N-[3-(1-(3-phenylpropan-1-yl)piperidin-4-yl)propan-1-yl]-5-thia-1,8b-diazaacenaphthylene-4-carboxamide), Cl.CO (HCl methanol). The solvent is C(C)O (ethanol). Yields the product Cl.Cl.C1(=CC=CC=C1)CCCN1CCC(CC1)CCCNC(=O)C1=CC2=CN=C3C=CC=C(S1)N32 (N-(3-(1-(3-phenylpropan-1-yl)piperidin-4-yl)propan-1-yl]-5-thia-1,8b-diazaacenaphthylene-4-carboxamide Dihydrochloride). Reaction SMILES: [C:1]1([CH2:7][CH2:8][CH2:9][N:10]2[CH2:15][CH2:14][CH:13]([CH2:16][CH2:17][CH2:18][NH:19][C:20]([C:22]3[S:32][C:31]4[N:33]5[C:24](=[CH:25][N:26]=[C:27]5[CH:28]=[CH:29][CH:30]=4)[CH:23]=3)=[O:21])[CH2:12][CH2:11]2)[CH:6]=[CH:5][CH:4]=[CH:3][CH:2]=1.[ClH:34].CO>C(O)C>[ClH:34].[ClH:34].[C:1]1([CH2:7][CH2:8][CH2:9][N:10]2[CH2:11][CH2:12][CH:13]([CH2:16][CH2:17][CH2:18][NH:19][C:20]([C:22]3[S:32][C:31]4[N:33]5[C:24](=[CH:25][N:26]=[C:27]5[CH:28]=[CH:29][CH:30]=4)[CH:23]=3)=[O:21])[CH2:14][CH2:15]2)[CH:6]=[CH:5][CH:4]=[CH:3][CH:2]=1 |f:1.2,4.5.6|. Procedure details: To a solution of 0.8113 g (1.76 mM) of N-[3-(1-(3-phenylpropan-1-yl)piperidin-4-yl)propan-1-yl]-5-thia-1,8b-diazaacenaphthylene-4-carboxamide in ethanol (10 ml) was added 6 ml (24 mM) of 4N-HCl/methanol at room temperature and the mixture was stirred at room temperature for several minutes. The solvent was then distilled off under reduced pressure, and after addition of diethyl ether to the crystalline residue, the crystal crop was harvested by filtration and rinsed with ethanol and diethyl ethe... The reactants are ClC1=C(C=C(OCC2=CC=C(C(=O)OCC)C=C2)C=C1)C(F)(F)F (ethyl 4-{[4-chloro-3-(trifluoromethyl)phenoxy]methyl}benzoate), O (water), [OH-].[Na+] (sodium hydroxide). The solvent is CCOC(=O)C (EtOAc), Cl (HCl), CO (methanol). Conditions: temperature 55 celsius. Product: ClC1=C(C=C(OCC2=CC=C(C(=O)O)C=C2)C=C1)C(F)(F)F (4-{[4-chloro-3-(trifluoromethyl)phenoxy]methyl}benzoic acid). The yield is 85.2%. RXN SMILES: [Cl:1][C:2]1[CH:20]=[CH:19][C:5]([O:6][CH2:7][C:8]2[CH:18]=[CH:17][C:11]([C:12]([O:14]CC)=[O:13])=[CH:10][CH:9]=2)=[CH:4][C:3]=1[C:21]([F:24])([F:23])[F:22].O.[OH-].[Na+]>CO.CCOC(C)=O.Cl>[Cl:1][C:2]1[CH:20]=[CH:19][C:5]([O:6][CH2:7][C:8]2[CH:9]=[CH:10][C:11]([C:12]([OH:14])=[O:13])=[CH:17][CH:18]=2)=[CH:4][C:3]=1[C:21]([F:22])([F:23])[F:24] |f:2.3|. Procedure details: To a solution of ethyl 4-{[4-chloro-3-(trifluoromethyl)phenoxy]methyl}benzoate (Preparation 17, 350 mg, 0.98 mmol) in methanol (8.0 mL) was added water (2 mL) followed by sodium hydroxide (400 mg, 9.8 mmol). The reaction mixture was heated to 55° C. for 3 hours, then cooled and diluted with EtOAc (50 mL) and 2M HCl (50 mL). The aqueous layer was separated and washed with EtOAc (2×50 mL). The combined organic layers were dried over magnesium sulfate, filtered and concentrated in vacuo to yield a ... Reactants: NC(=O)CBr, CCCC[N+](CCCC)(CCCC)CCCC, [F-], COc1cccc(C2SC(c3ccc(F)cc3)=NN2C(=O)c2c(F)cc(F)cc2F)c1O[Si](C(C)C)(C(C)C)C(C)C, C1CCOC1. Yields the product COc1cccc(C2SC(c3ccc(F)cc3)=NN2C(=O)c2c(F)cc(F)cc2F)c1OCC(N)=O. Reaction SMILES: [Br:66][CH2:67][C:68](=[O:69])[NH2:70].[CH3:44][CH2:45][CH2:46][CH2:47][N+:48]([CH2:49][CH2:50][CH2:51][CH3:52])([CH2:53][CH2:54][CH2:55][CH3:56])[CH2:57][CH2:58][CH2:59][CH3:60].[F-:43].[F:1][c:2]1[cH:3][cH:4][c:5]([C:8]2=[N:9][N:10]([C:32](=[O:33])[c:34]3[c:35]([F:42])[cH:36][c:37]([F:41])[cH:38][c:39]3[F:40])[CH:11]([c:13]3[c:14]([O:21][Si:22]([CH:23]([CH3:24])[CH3:25])([CH:26]([CH3:27])[CH3:28])[CH:29]([CH3:30])[CH3:31])[c:15]([O:19][CH3:20])[cH:16][cH:17][cH:18]3)[S:12]2)[cH:6][cH:7]1.[O:61]1[CH2:62][CH2:63][CH2:64][CH2:65]1>>[F:1][c:2]1[cH:3][cH:4][c:5]([C:8]2=[N:9][N:10]([C:32](=[O:33])[c:34]3[c:35]([F:42])[cH:36][c:37]([F:41])[cH:38][c:39]3[F:40])[CH:11]([c:13]3[c:14]([O:21][CH2:67][C:68](=[O:69])[NH2:70])[c:15]([O:19][CH3:20])[cH:16][cH:17][cH:18]3)[S:12]2)[cH:6][cH:7]1. The reactants are Cl.COC([C@@H](NC(C1=C(C=C(C=C1)N)C1=CC=CC=C1)=O)CCSC)=O (4-amino-2-phenylbenzoyl methionine methyl ester hydrochloride), N1=CC(=CC=C1)COC1=CC(=C(C(=O)O)C=C1)C1=CC=CC=C1 (4-(3-pyridylmethyloxy)-2-phenylbenzoic acid), [N+](=O)([O-])C1=CC(=C(C(=O)O)C=C1)C1=CC=CC=C1 (4-nitro-2-phenylbenzoic acid). Yields the product COC([C@@H](NC(C1=C(C=C(C=C1)OCC=1C=NC=CC1)C1=CC=CC=C1)=O)CCSC)=O ([4-(3-Pyridylmethyloxy)-2-phenylbenzoyl]methionine Methyl Ester). RXN SMILES: Cl.[CH3:2][O:3][C:4](=[O:26])[C@H:5]([CH2:22][CH2:23][S:24][CH3:25])[NH:6][C:7](=[O:21])[C:8]1[CH:13]=[CH:12][C:11](N)=[CH:10][C:9]=1[C:15]1[CH:20]=[CH:19][CH:18]=[CH:17][CH:16]=1.[N:27]1[CH:32]=[CH:31][CH:30]=[C:29]([CH2:33][O:34]C2C=CC(C(O)=O)=C(C3C=CC=CC=3)C=2)[CH:28]=1.[N+](C1C=CC(C(O)=O)=C(C2C=CC=CC=2)C=1)([O-])=O>>[CH3:2][O:3][C:4](=[O:26])[C@H:5]([CH2:22][CH2:23][S:24][CH3:25])[NH:6][C:7](=[O:21])[C:8]1[CH:13]=[CH:12][C:11]([O:34][CH2:33][C:29]2[CH:28]=[N:27][CH:32]=[CH:31][CH:30]=2)=[CH:10][C:9]=1[C:15]1[CH:20]=[CH:19][CH:18]=[CH:17][CH:16]=1 |f:0.1|. Procedure: The desired compound was prepared by according to the procedure used in step C of the preparation of compound 8, except substituting 4-(3-pyridylmethyloxy)-2-phenylbenzoic acid, prepared as in Example 240E, for 4-nitro-2-phenylbenzoic acid.